Dataset: the Open Reaction Database (ORD), a public repository of structured organic reaction records. Task: describe an organic reaction: reactants, conditions, products, and yield Starting materials: hydrochloride salt, CC1=CC=C(C=C1)S(=O)(=O)OCC1OC2=C(C1)C=C(C=C2C2=C(C=CC=C2C)C)Cl ((±)-[5-chloro-7-(2,6-dimethylphenyl)-2,3-dihydro-1-benzofuran-2-yl]methyl 4-methylbenzenesulfonate), CN (methylamine). Yields the product ClC=1C=C(C2=C(CC(O2)CNC)C1)C1=C(C=CC=C1C)C ((±)-{[5-chloro-7-(2,6-dimethylphenyl)-2,3-dihydro-1-benzofuran-2-yl]methyl}methylamine). As a reaction SMILES: CC1C=CC(S(O[CH2:12][CH:13]2[CH2:17][C:16]3[CH:18]=[C:19]([Cl:30])[CH:20]=[C:21]([C:22]4[C:27]([CH3:28])=[CH:26][CH:25]=[CH:24][C:23]=4[CH3:29])[C:15]=3[O:14]2)(=O)=O)=CC=1.[CH3:31][NH2:32]>>[Cl:30][C:19]1[CH:20]=[C:21]([C:22]2[C:27]([CH3:28])=[CH:26][CH:25]=[CH:24][C:23]=2[CH3:29])[C:15]2[O:14][CH:13]([CH2:12][NH:32][CH3:31])[CH2:17][C:16]=2[CH:18]=1. Procedure details: The title compound was prepared (0.155 g, 62%) following the general procedure of Example 390 as a white solid, hydrochloride salt from (±)-[5-chloro-7-(2,6-dimethylphenyl)-2,3-dihydro-1-benzofuran-2-yl]methyl 4-methylbenzenesulfonate (0.333 g, 0.74 mmol) and methylamine (0.231 g, 7.4 mmol). mp 229-231° C. The product is O1C=CC=2C1=NC(=C(C2)C(=O)OCC)C(=O)OCC (diethyl furo[2,3-b]pyridine-5,6-dicarboxylate). RXN SMILES: [C:1]([C:4]1[C:9](=[O:10])[NH:8][C:7]([C:11]([O:13][CH2:14][CH3:15])=[O:12])=[C:6]([C:16]([O:18][CH2:19][CH3:20])=[O:17])[CH:5]=1)(=O)[CH3:2].C1(C)C=CC(S(O)(=O)=O)=CC=1>C1(C)C(C)=CC=CC=1>[O:10]1[C:9]2=[N:8][C:7]([C:11]([O:13][CH2:14][CH3:15])=[O:12])=[C:6]([C:16]([O:18][CH2:19][CH3:20])=[O:17])[CH:5]=[C:4]2[CH:1]=[CH:2]1. Solvent: C=1(C(=CC=CC1)C)C (xylene). Reactants: C(C)(=O)C1=CC(=C(NC1=O)C(=O)OCC)C(=O)OCC (diethyl 5-acetyl-1,6-dihydro-6-oxo-2,3-pyridinedicarboxylate), C1(=CC=C(C=C1)S(=O)(=O)O)C (para-toluene sulfonic acid). Reported procedure: A xylene solution of the hydroxy-furo compound obtained in Example 61, (3.7 g) containing para-toluene sulfonic acid (0.01 g) is heated at reflux for two hours. The solution is cooled and the xylene solution decanted off. The residue is extracted with ether and the extracts combined with the xylene. Distillation of the solvents gives a yellow solid which is crystallized from a cyclohexane-toluene mixture to give pure diethyl furo[2,3-b]pyridine-5,6-dicarboxylate mp 66°-77° C. The reactants are C(C)(C)N (isopropylamine), C(#N)C1=C(C=CC=C1F)S(=O)(=O)Cl (2-cyano-3-fluorobenzenesulphonylchloride). Solvent: C(C)OCC (diethyl ether), C(C)OCC (diethylether). Conditions: time 1 hour. Product: C(#N)C1=C(C=CC=C1F)S(=O)(=O)NC(C)C (2-cyano-3-fluoro-N-isopropylbenzenesulphonamide). RXN SMILES: [CH:1]([NH2:4])([CH3:3])[CH3:2].[C:5]([C:7]1[C:12]([F:13])=[CH:11][CH:10]=[CH:9][C:8]=1[S:14](Cl)(=[O:16])=[O:15])#[N:6]>C(OCC)C>[C:5]([C:7]1[C:12]([F:13])=[CH:11][CH:10]=[CH:9][C:8]=1[S:14]([NH:4][CH:1]([CH3:3])[CH3:2])(=[O:16])=[O:15])#[N:6]. Procedure details: To a solution of 5.2 ml of isopropylamine in 50 ml of diethyl ether cooled in an ice bath, a solution of 4.4 g of 2-cyano-3-fluorobenzenesulphonylchloride in 50 ml of diethylether was added dropwise while stirring; reaction temperature approx. 5° C. After leaving to stand at room temperature for one hour, the reaction mixture was washed twice with ice water, dried on anhydrous Na2SO4, filtered and evaporated to dryness. The desired product was obtained in a yield of 4.16 g; melting-point 97°-105... Reactants: ClC1=C(C(=O)N2[C@@H](CCC2)C(=O)OC)C=CC=C1[N+](=O)[O-] (methyl (S)-1-(2-chloro-3-nitrobenzoyl)pyrrolidine-2-carboxylate), [Sn](Cl)(Cl)(Cl)Cl (tin chloride). The solvent is CO (methanol). Product: NC=1C(=C(C(=O)N2[C@@H](CCC2)C(=O)OC)C=CC1)Cl (methyl (S)-1-(3-amino-2-chlorobenzoyl)pyrrolidine-2-carboxylate). Isolated yield 92.2%. As a reaction SMILES: [Cl:1][C:2]1[C:18]([N+:19]([O-])=O)=[CH:17][CH:16]=[CH:15][C:3]=1[C:4]([N:6]1[CH2:10][CH2:9][CH2:8][C@H:7]1[C:11]([O:13][CH3:14])=[O:12])=[O:5].[Sn](Cl)(Cl)(Cl)Cl>CO>[NH2:19][C:18]1[C:2]([Cl:1])=[C:3]([CH:15]=[CH:16][CH:17]=1)[C:4]([N:6]1[CH2:10][CH2:9][CH2:8][C@H:7]1[C:11]([O:13][CH3:14])=[O:12])=[O:5]. Procedure: A solution of 2.64 g of methyl (S)-1-(2-chloro-3-nitrobenzoyl)pyrrolidine-2-carboxylate and 10.0 g of tin chloride in 60 ml of methanol was refluxed for 1 hour. The reaction medium was filtered and the filtrate was concentrated by half its volume and extracted with ethyl acetate (3×50 ml). The organic phases were combined, dried over magnesium sulfate and evaporated. 2.20 g of methyl (S)-1-(3-amino-2-chlorobenzoyl)pyrrolidine-2-carboxylate were obtained. Yield=92%. Reactants: C(C=1C(S)=CC=CC1)(=O)O (Thiosalicylic acid), ClC=1C=C(C=C(C1)OC)OC (5-chloro-1,3-dimethoxybenzene), C([O-])([O-])=O.[K+].[K+] (potassium carbonate). The reagents and catalysts are [Cu] (copper), [Cu](I)I (copper iodide). The solvent is CN1C(CCC1)=O (N-methyl-2-pyrrolidone). Run at temperature 190 celsius. Product: COC=1C=C(C=C(C1)OC)SC1=C(CO)C=CC=C1 (2-(3,5-dimethoxyphenylthio)benzyl alcohol). Yield: 10.0%. As a reaction SMILES: [C:1]([OH:10])(=O)[C:2]1[C:3](=[CH:5][CH:6]=[CH:7][CH:8]=1)[SH:4].Cl[C:12]1[CH:13]=[C:14]([O:20][CH3:21])[CH:15]=[C:16]([O:18][CH3:19])[CH:17]=1.C(=O)([O-])[O-].[K+].[K+]>CN1CCCC1=O.[Cu].[Cu](I)I>[CH3:19][O:18][C:16]1[CH:17]=[C:12]([S:4][C:3]2[CH:5]=[CH:6][CH:7]=[CH:8][C:2]=2[CH2:1][OH:10])[CH:13]=[C:14]([O:20][CH3:21])[CH:15]=1 |f:2.3.4|. Reported procedure: Thiosalicylic acid (44 g), 5-chloro-1,3-dimethoxybenzene (49.2 g), potassium carbonate (78 g), copper (4.3 g) and copper iodide (4.3 g) were dissolved in N-methyl-2-pyrrolidone (390 ml) and the solution was stirred at 190° C. for ten hours. The reaction solution was partitioned between ethyl acetate and diluted hydrochloride and filtered, the organic layer was washed with diluted hydrochloride, water and saturated sodium chloride solution and dried over anhydrous magnesium sulfate and the solven... Reactants: N[C@H](C(=O)O)C ((S)-2-aminopropanoic acid), C(CCC)O (1-Butanol), O=S(Cl)Cl (SOCl2). Run in C(C)OCC (diethyl ether). Conditions: time 1 hour. Yields the product Cl.N[C@H](C(=O)OCCCC)C ((S)-butyl 2-aminopropanoate hydrochloride), intermediate. As a reaction SMILES: [CH2:1]([OH:5])[CH2:2][CH2:3][CH3:4].O=S(Cl)[Cl:8].[NH2:10][C@@H:11]([CH3:15])[C:12](O)=[O:13]>C(OCC)C>[ClH:8].[NH2:10][C@@H:11]([CH3:15])[C:12]([O:5][CH2:1][CH2:2][CH2:3][CH3:4])=[O:13] |f:4.5|. Procedure details: 1-Butanol (1200 mL) was cooled to −20° C. and 50 mL of SOCl2 added with stirring followed by 50 g (33.67 mmol) of (S)-2-aminopropanoic acid. The solution was heated 24 hrs at reflux, most of the solvent stripped off, and the residue was dissolved in 800 mL of diethyl ether. The mixture was left for 1 hr at 0° C. to afford (S)-butyl 2-aminopropanoate hydrochloride (intermediate 11.47 g). Phenyl phosphorodichloridate (48.9 g, 232 mmol) and (S)-butyl 2-aminopropanoate hydrochloride (42 g, 232 mmol)... Starting materials: CN(C=CC1=CC(=C(C=C1)[N+](=O)[O-])OC)C (N,N-dimethyl-N-[2-(3-methoxy-4nitrophenyl)ethenyl]amine), hydroxylamineorthosulfonic acid, [N+](=O)([O-])C=1C=CC(=C2C=NNC12)CC#N (2-(7-nitro-1H-indazol-4-yl)acetonitrile). The product is COC=1C=C(C=CC1[N+](=O)[O-])CC#N ((3-methoxy-4-nitrophenyl)acetonitrile). The yield is 99.3%. RXN SMILES: C[N:2](C)[CH:3]=[CH:4][C:5]1[CH:10]=[CH:9][C:8]([N+:11]([O-:13])=[O:12])=[C:7]([O:14][CH3:15])[CH:6]=1.[N+](C1C=CC(CC#N)=C2C=1NN=C2)([O-])=O>>[CH3:15][O:14][C:7]1[CH:6]=[C:5]([CH2:4][C:3]#[N:2])[CH:10]=[CH:9][C:8]=1[N+:11]([O-:13])=[O:12]. Procedure details: 19.8 g of N,N-dimethyl-N-[2-(3-methoxy-4nitrophenyl)ethenyl]amine and 30.0 g of hydroxylamineorthosulfonic acid are reacted as described in connection with preparing 2-(7-nitro-1H-indazol-4-yl)acetonitrile, thus obtaining 17.0 g of (3-methoxy-4-nitrophenyl)acetonitrile, mp 85°-86.5° C.